Dataset: the Open Reaction Database (ORD), a public repository of structured organic reaction records. Task: describe an organic reaction: reactants, conditions, products, and yield Starting materials: O=C([O-])[O-], CO, [Ca+2], O=C(Cl)Oc1ccc([N+](=O)[O-])cc1, ClCCl, ClCCl, Nc1ccc(N2CCOCC2)cc1. Product: O=C(Nc1ccc(N2CCOCC2)cc1)Oc1ccc([N+](=O)[O-])cc1. As a reaction SMILES: [C:14](=[O:15])([O-:16])[O-:17].[CH3:38][OH:39].[Ca+2:18].[Cl:19][C:20](=[O:21])[O:22][c:23]1[cH:24][cH:25][c:26]([N+:29](=[O:30])[O-:31])[cH:27][cH:28]1.[Cl:32][CH2:33][Cl:34].[Cl:35][CH2:36][Cl:37].[O:1]1[CH2:2][CH2:3][N:4]([c:7]2[cH:8][cH:9][c:10]([NH2:11])[cH:12][cH:13]2)[CH2:5][CH2:6]1>>[O:1]1[CH2:2][CH2:3][N:4]([c:7]2[cH:8][cH:9][c:10]([NH:11][C:20](=[O:21])[O:22][c:23]3[cH:24][cH:25][c:26]([N+:29](=[O:30])[O-:31])[cH:27][cH:28]3)[cH:12][cH:13]2)[CH2:5][CH2:6]1. The reactants are C(C)N(C1=C(C=CC(=C1)OC)C1CC=2C=CC(=CC2CC1)OC(C(C)(C)C)=O)C(C1=CC=C(C=C1)O)=O (pivalic acid 6-{2-[ethyl(4-hydroxybenzoyl)amino]-4-methoxyphenyl}-5,6,7,8-tetrahydronaphthalen-2-yl ester), ClCC(=O)N1CCC(CC1)C (2-chloro-1-(4-methylpiperidin-1-yl)ethanone). Product: C(C)N(C1=C(C=CC(=C1)OC)C1CC=2C=CC(=CC2CC1)O)CC1=CC=C(C=C1)OCCN1CCC(CC1)C (6-{2-{Ethyl{4-[2-(4-methylpiperidin-1-yl)ethoxy]benzyl}amino}-4-methoxyphenyl}-5,6,7,8-tetrahydronaphthalen-2-ol). The yield is 55.6%. RXN SMILES: [CH2:1]([N:3]([C:29](=O)[C:30]1[CH:35]=[CH:34][C:33]([OH:36])=[CH:32][CH:31]=1)[C:4]1[CH:9]=[C:8]([O:10][CH3:11])[CH:7]=[CH:6][C:5]=1[CH:12]1[CH2:21][CH2:20][C:19]2[CH:18]=[C:17]([O:22]C(=O)C(C)(C)C)[CH:16]=[CH:15][C:14]=2[CH2:13]1)[CH3:2].Cl[CH2:39][C:40]([N:42]1[CH2:47][CH2:46][CH:45]([CH3:48])[CH2:44][CH2:43]1)=O>>[CH2:1]([N:3]([CH2:29][C:30]1[CH:31]=[CH:32][C:33]([O:36][CH2:39][CH2:40][N:42]2[CH2:47][CH2:46][CH:45]([CH3:48])[CH2:44][CH2:43]2)=[CH:34][CH:35]=1)[C:4]1[CH:9]=[C:8]([O:10][CH3:11])[CH:7]=[CH:6][C:5]=1[CH:12]1[CH2:21][CH2:20][C:19]2[CH:18]=[C:17]([OH:22])[CH:16]=[CH:15][C:14]=2[CH2:13]1)[CH3:2]. Procedure details: Synthesized from pivalic acid 6-{2-[ethyl(4-hydroxybenzoyl)amino]-4-methoxyphenyl}-5,6,7,8-tetrahydronaphthalen-2-yl ester (29 mg) and 2-chloro-1-(4-methylpiperidin-1-yl)ethanone (21 mg) according to an analogous synthetic method to Example 404 and purified by LC-MS, the title compound (17 mg) was obtained. Reactants: CN(C)S(=O)(=O)Cl, CC(C)N1CCC(Oc2ccc3c(c2)cc(C(=O)N2CCNCC2)n3C(C)C)CC1, Cl. Yields the product CC(C)N1CCC(Oc2ccc3c(c2)cc(C(=O)N2CCN(S(=O)(=O)N(C)C)CC2)n3C(C)C)CC1. As a reaction SMILES: [CH3:32][N:33]([S:34](=[O:35])(=[O:36])[Cl:37])[CH3:38].[CH:2]([CH3:3])([CH3:4])[n:5]1[c:6]([C:24](=[O:25])[N:26]2[CH2:27][CH2:28][NH:29][CH2:30][CH2:31]2)[cH:7][c:8]2[cH:9][c:10]([O:14][CH:15]3[CH2:16][CH2:17][N:18]([CH:21]([CH3:22])[CH3:23])[CH2:19][CH2:20]3)[cH:11][cH:12][c:13]12.[ClH:1]>>[CH:2]([CH3:3])([CH3:4])[n:5]1[c:6]([C:24](=[O:25])[N:26]2[CH2:27][CH2:28][N:29]([S:34]([N:33]([CH3:32])[CH3:38])(=[O:35])=[O:36])[CH2:30][CH2:31]2)[cH:7][c:8]2[cH:9][c:10]([O:14][CH:15]3[CH2:16][CH2:17][N:18]([CH:21]([CH3:22])[CH3:23])[CH2:19][CH2:20]3)[cH:11][cH:12][c:13]12.